This data is from the Open Reaction Database (ORD), a public repository of structured organic reaction records. The task is: describe an organic reaction: reactants, conditions, products, and yield The reactants are Brc1nccs1, [Li]CCCC, C[Si](C)(C)Cl, CCCCCC. Yields the product C[Si](C)(C)c1nccs1. RXN SMILES: [Br:1][c:2]1[s:3][cH:4][cH:5][n:6]1.[CH2:7]([Li:8])[CH2:9][CH2:10][CH3:11].[CH3:12][Si:13]([CH3:14])([CH3:15])[Cl:16].[CH3:17][CH2:18][CH2:19][CH2:20][CH2:21][CH3:22]>>[c:2]1([Si:13]([CH3:12])([CH3:14])[CH3:15])[s:3][cH:4][cH:5][n:6]1. Product: BrC1=CC=CC2=C1C(N1[C@H](C=3N2C=NC3C#N)CC1)=O ((S)-8-bromo-9-oxo-12,12a-dihydro-9H,11H-azeto[2,1-c]imidazo[1,5-a][1,4]benzodiazepine-1-carbonitrile). Starting materials: BrC1=CC=CC2=C1C(N1[C@H](C=3N2C=NC3C(=O)N)CC1)=O ((S)-8-bromo-9-oxo-12,12a-dihydro-9H,11H-azeto[2,1-c]imidazo[1,5-a][1,4]benzodiazepine-1-carboxamide), FC(C(=O)OC(C(F)(F)F)=O)(F)F (trifluoroacetic anhydride), O (water). Conditions: time 1 hour. Run in O1CCOCC1 (dioxan), N1=CC=CC=C1 (pyridine). Procedure details: A suspension of 19 g (54.7 mmol) of (S)-8-bromo-9-oxo-12,12a-dihydro-9H,11H-azeto[2,1-c]imidazo[1,5-a][1,4]benzodiazepine-1-carboxamide in a mixture of 100 ml of dioxan and 15 ml of pyridine was treated with 15 ml of trifluoroacetic anhydride at 7° to 10°. The suspension was stirred at room temperature for 1 hour and poured into 600 ml of water. After 1 hour the suspension was suction filtered. There were obtained 13.1 g (72%) of (S)-8-bromo-9-oxo-12,12a-dihydro-9H,11H-azeto[2,1-c]imidazo[1,5-a]... Reaction SMILES: [Br:1][C:2]1[C:7]2[C:8](=[O:21])[N:9]3[CH2:20][CH2:19][C@H:10]3[C:11]3[N:12]([CH:13]=[N:14][C:15]=3[C:16]([NH2:18])=O)[C:6]=2[CH:5]=[CH:4][CH:3]=1.FC(F)(F)C(OC(=O)C(F)(F)F)=O.O>O1CCOCC1.N1C=CC=CC=1>[Br:1][C:2]1[C:7]2[C:8](=[O:21])[N:9]3[CH2:20][CH2:19][C@H:10]3[C:11]3[N:12]([CH:13]=[N:14][C:15]=3[C:16]#[N:18])[C:6]=2[CH:5]=[CH:4][CH:3]=1. The yield is 72.8%. The reactants are CCCC(C(=O)OC)c1c(C)nc2c(Br)c(C(C)(C)C)nn2c1-c1ccc(C)cc1, O=C([O-])[O-], CB1OB(C)OB(C)O1, CNC(C)=O, ClCCl, [K+], [K+]. The product is CCCC(C(=O)OC)c1c(C)nc2c(C)c(C(C)(C)C)nn2c1-c1ccc(C)cc1. Reaction SMILES: [Br:1][c:2]1[c:3]([C:27]([CH3:28])([CH3:29])[CH3:30])[n:4][n:5]2[c:6]1[n:7][c:8]([CH3:26])[c:9]([CH:18]([C:19](=[O:20])[O:21][CH3:22])[CH2:23][CH2:24][CH3:25])[c:10]2-[c:11]1[cH:12][cH:13][c:14]([CH3:17])[cH:15][cH:16]1.[C:31](=[O:32])([O-:33])[O-:34].[CH3:37][B:38]1[O:39][B:40]([CH3:41])[O:42][B:43]([CH3:44])[O:45]1.[CH3:49][NH:50][C:51]([CH3:52])=[O:53].[Cl:46][CH2:47][Cl:48].[K+:35].[K+:36]>>[c:2]1([CH3:31])[c:3]([C:27]([CH3:28])([CH3:29])[CH3:30])[n:4][n:5]2[c:6]1[n:7][c:8]([CH3:26])[c:9]([CH:18]([C:19](=[O:20])[O:21][CH3:22])[CH2:23][CH2:24][CH3:25])[c:10]2-[c:11]1[cH:12][cH:13][c:14]([CH3:17])[cH:15][cH:16]1. Starting materials: ( 18 ), N1(CCNCC1)C=1C=C(C=CC1)C(C)=O (1-(3-Piperazin-1-yl-phenyl)-ethanone), ( 33 ), C(CC)I (n-Pr-I), C(C(=O)[O-])(=O)[O-] (oxalate), ( 41 ). Run in CCOC(=O)C (EtOAc). The product is C(CC)N1CCN(CC1)C=1C=C(C=CC1)C(C)=O (1-[3-(4-Propyl-piperazin-1-yl)-phenyl]-ethanone). Reaction SMILES: [N:1]1([C:7]2[CH:8]=[C:9]([C:13](=[O:15])[CH3:14])[CH:10]=[CH:11][CH:12]=2)[CH2:6][CH2:5][NH:4][CH2:3][CH2:2]1.[CH2:16](I)[CH2:17][CH3:18].C([O-])(=O)C([O-])=O>CCOC(C)=O>[CH2:16]([N:4]1[CH2:5][CH2:6][N:1]([C:7]2[CH:8]=[C:9]([C:13](=[O:15])[CH3:14])[CH:10]=[CH:11][CH:12]=2)[CH2:2][CH2:3]1)[CH2:17][CH3:18]. Procedure details: Beginning with 1-(3-Piperazin-1-yl-phenyl)-ethanone and n-Pr-I: m.p. 119° C. (oxalate), MS m/z (rel. intensity, 70 eV) 246 (M+, 10), 217 (33), 132 (18), 70 (bp), 56 (41); Rf 0.23 (EtOAc).